This data is from the Open Reaction Database (ORD), a public repository of structured organic reaction records. The task is: describe an organic reaction: reactants, conditions, products, and yield Reactants: CCC(CC)(c1ccc(C#CC2(O[Si](C)(C)C)CCSCC2)c(C)c1)c1ccc(-c2cncc(CC(=O)OC)c2)c(C)c1, CCCC[N+](CCCC)(CCCC)CCCC, [F-], C1CCOC1, O. Yields the product CCC(CC)(c1ccc(C#CC2(O)CCSCC2)c(C)c1)c1ccc(-c2cncc(CC(=O)OC)c2)c(C)c1. Reaction SMILES: [CH3:19][O:20][C:21]([CH2:22][c:23]1[cH:24][n:25][cH:26][c:27](-[c:29]2[c:30]([CH3:60])[cH:31][c:32]([C:35]([CH2:36][CH3:37])([c:38]3[cH:39][c:40]([CH3:57])[c:41]([C:44]#[C:45][C:46]4([O:52][Si:53]([CH3:54])([CH3:55])[CH3:56])[CH2:47][CH2:48][S:49][CH2:50][CH2:51]4)[cH:42][cH:43]3)[CH2:58][CH3:59])[cH:33][cH:34]2)[cH:28]1)=[O:61].[CH3:2][CH2:3][CH2:4][CH2:5][N+:6]([CH2:7][CH2:8][CH2:9][CH3:10])([CH2:11][CH2:12][CH2:13][CH3:14])[CH2:15][CH2:16][CH2:17][CH3:18].[F-:1].[O:63]1[CH2:64][CH2:65][CH2:66][CH2:67]1.[OH2:62]>>[CH3:19][O:20][C:21]([CH2:22][c:23]1[cH:24][n:25][cH:26][c:27](-[c:29]2[c:30]([CH3:60])[cH:31][c:32]([C:35]([CH2:36][CH3:37])([c:38]3[cH:39][c:40]([CH3:57])[c:41]([C:44]#[C:45][C:46]4([OH:52])[CH2:47][CH2:48][S:49][CH2:50][CH2:51]4)[cH:42][cH:43]3)[CH2:58][CH3:59])[cH:33][cH:34]2)[cH:28]1)=[O:61]. The reactants are NCCc1ccccc1, CN(C)CCNc1nc2ccc([N+](=O)[O-])cc2s1. The product is O=[N+]([O-])c1ccc2nc(NCCc3ccccc3)sc2c1. RXN SMILES: [CH2:19]([NH2:20])[CH2:27][c:21]1[cH:22][cH:23][cH:24][cH:25][cH:26]1.[CH3:1][N:2]([CH2:3][CH2:4][NH:5][c:6]1[s:7][c:8]2[c:9]([n:10]1)[cH:11][cH:12][c:13]([N+:15](=[O:16])[O-:17])[cH:14]2)[CH3:18]>>[CH2:3]([CH2:4][NH:5][c:6]1[s:7][c:8]2[c:9]([n:10]1)[cH:11][cH:12][c:13]([N+:15](=[O:16])[O-:17])[cH:14]2)[c:21]1[cH:22][cH:23][cH:24][cH:25][cH:26]1. Starting materials: C([O-])([O-])=O.[Na+].[Na+] (sodium carbonate), ClC1=CN=CC(=N1)N(CC1CCOCC1)C (6-chloro-N-methyl-N-((tetrahydro-2H-pyran-4-yl)methyl)pyrazin-2-amine), ClC=1C(=CC(=NC1)F)B(O)O (5-chloro-2-fluoropyridin-4-ylboronic acid), C(Cl)Cl (CH2Cl2). Reagents/catalysts: C1=CC=C(C=C1)P([C-]2C=CC=C2)C3=CC=CC=C3.C1=CC=C(C=C1)P([C-]2C=CC=C2)C3=CC=CC=C3.Cl[Pd]Cl.[Fe+2] (PdCl2(dppf)). The solvent is CO (methanol), C(C)(=O)OCC (ethyl acetate), COCCOC (DME). Conditions: temperature 112.5 celsius, time 90 minute. Yields the product ClC=1C(=CC(=NC1)F)C1=CN=CC(=N1)N(CC1CCOCC1)C (6-(5-chloro-2-fluoropyridin-4-yl)-N-methyl-N-((tetrahydro-2H-pyran-4-yl)methyl)pyrazin-2-amine). The yield is 79.6%. RXN SMILES: Cl[C:2]1[N:7]=[C:6]([N:8]([CH3:16])[CH2:9][CH:10]2[CH2:15][CH2:14][O:13][CH2:12][CH2:11]2)[CH:5]=[N:4][CH:3]=1.[Cl:17][C:18]1[C:19](B(O)O)=[CH:20][C:21]([F:24])=[N:22][CH:23]=1.C(Cl)Cl.C(=O)([O-])[O-].[Na+].[Na+]>C1C=CC(P(C2C=CC=CC=2)[C-]2C=CC=C2)=CC=1.C1C=CC(P(C2C=CC=CC=2)[C-]2C=CC=C2)=CC=1.Cl[Pd]Cl.[Fe+2].CO.C(OCC)(=O)C.COCCOC>[Cl:17][C:18]1[C:19]([C:2]2[N:7]=[C:6]([N:8]([CH3:16])[CH2:9][CH:10]3[CH2:15][CH2:14][O:13][CH2:12][CH2:11]3)[CH:5]=[N:4][CH:3]=2)=[CH:20][C:21]([F:24])=[N:22][CH:23]=1 |f:3.4.5,6.7.8.9|. Procedure details: To 6-chloro-N-methyl-N-((tetrahydro-2H-pyran-4-yl)methyl)pyrazin-2-amine (450 mg, 1.862 mmol) was added 5-chloro-2-fluoropyridin-4-ylboronic acid (588 mg, 3.35 mmol), PdCl2(dppf).CH2Cl2 adduct (182 mg, 0.223 mmol), DME (8 ml) and 2M sodium carbonate (2.79 ml, 5.59 mmol). The resulting reaction mixture was stirred at 110-115° C. for 90 minutes, and the reaction progress was followed by LCMS. The reaction mixture was cooled, 20 ml of ethyl acetate and 10 ml of methanol were added, filtered and con...